Dataset: the Open Reaction Database (ORD), a public repository of structured organic reaction records. Task: describe an organic reaction: reactants, conditions, products, and yield The reactants are O=C([O-])O, CCOC(C)=O, CC(=O)O, O=C1OCc2ccc([N+](=O)[O-])cc21, [Na+], O. Yields the product Nc1ccc2c(c1)C(=O)OC2. As a reaction SMILES: [C:24](=[O:25])([OH:26])[O-:27].[CH3:14][CH2:15][O:16][C:17](=[O:18])[CH3:19].[CH3:20][C:21](=[O:22])[OH:23].[N+:1]([O-:2])(=[O:3])[c:4]1[cH:5][cH:6][c:7]2[c:11]([cH:12]1)[C:10](=[O:13])[O:9][CH2:8]2.[Na+:28].[OH2:29]>>[NH2:1][c:4]1[cH:5][cH:6][c:7]2[c:11]([cH:12]1)[C:10](=[O:13])[O:9][CH2:8]2. Conditions: temperature 25 celsius, time 2 hour. Run in CN(C)C=O (DMF), CN(C)C=O (DMF), CN(C)C=O (DMF), CN(C)C=O (DMF), CN(C)C=O (DMF), CN(C)C=O (DMF). Reagents/catalysts: CN(C)C(=[N+](C)C)ON1C2=CC=CC=C2N=N1.F[P-](F)(F)(F)(F)F (HBTU), CCN(C(C)C)C(C)C (DIPEA). Isolated yield 72.8%. Starting materials: Cc1cc(C(=O)O)cc(Cl)n1, Cc1ccccc1N. Yields the product Cc1cc(C(=O)Nc2ccccc2C)cc(Cl)n1. Reaction SMILES: Cc1ccccc1N.Cc1cc(C(=O)O)cc(Cl)n1.CN(C)C(=[N+](C)C)ON1C2=CC=CC=C2N=N1.F[P-](F)(F)(F)(F)F.CCN(C(C)C)C(C)C.CN(C)C=O>>Cc1cc(C(=O)Nc2ccccc2C)cc(Cl)n1. Reactants: [Cl-].[NH4+] (ammonium chloride), N1N=CC=2C1=CN=CC2 (1H-pyrazolo[3,4-c]pyridine), O(Br)Br.[Na] (sodium oxybromide), BrBr (bromine), [OH-].[Na+] (sodium hydroxide). Solvent: O (water). Run at temperature 10 celsius, time 1 hour. Yields the product BrC1=NNC2=CN=CC=C21 (3-bromo-1H-pyrazolo[3,4-c]pyridine). Isolated yield 62.0%. As a reaction SMILES: [NH:1]1[C:5]2=[CH:6][N:7]=[CH:8][CH:9]=[C:4]2[CH:3]=[N:2]1.O(Br)[Br:11].[Na].BrBr.[OH-].[Na+].[Cl-].[NH4+]>O>[Br:11][C:3]1[C:4]2[C:5](=[CH:6][N:7]=[CH:8][CH:9]=2)[NH:1][N:2]=1 |f:1.2,4.5,6.7,^1:12|. Procedure: To a solution of 1H-pyrazolo[3,4-c]pyridine (0.50 g, 3.5 mmol) in water (10 mL) was added a solution of sodium oxybromide (prepared by dropwise addition of bromine (0.25 mL) to sodium hydroxide solution (0.40 mg in 5 mL) at 0° C. over 5 min). The reaction mixture stirred for 1 h at 10° C. The mixture was then acidified to pH ˜5.5 with ammonium chloride, and extracted with ethyl acetate (3×20 mL). The combined organic fractions were dried over sodium sulfate and concentrated to afford 0.43 g (62%... Reactants: C1CCC2C(C1)OCCOCCOC3CCCCC3OCCOCCO2 (dicyclohexyl-18-crown-6), CSCC(C(C)(C)C)=NO (1-methylthio-3,3-dimethyl-2-butanone oxime), [OH-].[K+] (potassium hydroxide), CN(C(=O)F)SN(C)C (N-methyl-N-(dimethylaminosulfenyl)carbamoyl fluoride). The solvent is C1=CC=CC=C1 (benzene). Reaction conditions: time 20 hour. Product: CN(C(=O)ON=C(CSC)C(C)(C)C)SN(C)C (1-methylthio-3,3-dimethyl-2-butanone O-[N-methyl-N-(dimethylaminosulfenyl)carbamoyl]oxime). The yield is 73.7%. As a reaction SMILES: [OH-].[K+].C1CC2OCCOCCOC3C(OCCOCCOC2CC1)CCCC3.[CH3:29][S:30][CH2:31][C:32](=[N:37][OH:38])[C:33]([CH3:36])([CH3:35])[CH3:34].[CH3:39][N:40]([S:44][N:45]([CH3:47])[CH3:46])[C:41](F)=[O:42]>C1C=CC=CC=1>[CH3:39][N:40]([S:44][N:45]([CH3:47])[CH3:46])[C:41]([O:38][N:37]=[C:32]([C:33]([CH3:36])([CH3:35])[CH3:34])[CH2:31][S:30][CH3:29])=[O:42] |f:0.1|. Procedure: A mixture of 2.5 g powdered potassium hydroxide, 0.1 g. of dicyclohexyl-18-crown-6, and 6.0 g (0.037 mole) of 1-methylthio-3,3-dimethyl-2-butanone oxime in 200 ml of benzene was stirred 2 hrs. at 28° C. Then 5.9 g (0.037 mole) of N-methyl-N-(dimethylaminosulfenyl)carbamoyl fluoride was added rapidly. The mixture was stirred 20 hrs. at room temperature, water washed three times, dried (MgSO4), and the benzene solvent was removed in vacuo. The product, 1-methylthio-3,3-dimethyl-2-butanone O-[N-met... The reactants are C1(=CC=CC=C1)C=1OC2=C(N1)C=CC=C2C(=O)O (2-phenylbenzoxazole-7-carboxylic acid), Cl.Cl.NC1CN2CCC1CC2 (3-aminoquinuclidine dihydrochloride). Yields the product N12CC(C(CC1)CC2)NC(=O)C2=CC=CC=1N=C(OC12)C1=CC=CC=C1 (N-(1-Azabicyclo[2.2.2]oct-3-yl)-2-phenylbenzoxazole-7-carboxamide). Yield: 57.0%. As a reaction SMILES: [C:1]1([C:7]2[O:8][C:9]3[C:15]([C:16]([OH:18])=O)=[CH:14][CH:13]=[CH:12][C:10]=3[N:11]=2)[CH:6]=[CH:5][CH:4]=[CH:3][CH:2]=1.Cl.Cl.[NH2:21][CH:22]1[CH:27]2[CH2:28][CH2:29][N:24]([CH2:25][CH2:26]2)[CH2:23]1>>[N:24]12[CH2:29][CH2:28][CH:27]([CH2:26][CH2:25]1)[CH:22]([NH:21][C:16]([C:15]1[C:9]3[O:8][C:7]([C:1]4[CH:2]=[CH:3][CH:4]=[CH:5][CH:6]=4)=[N:11][C:10]=3[CH:12]=[CH:13][CH:14]=1)=[O:18])[CH2:23]2 |f:1.2.3|. Procedure details: N-(1-Azabicyclo[2.2.2]oct-3-yl)-2-phenylbenzoxazole-7-carboxamide was prepared from 2-phenylbenzoxazole-7-carboxylic acid and 3-aminoquinuclidine dihydrochloride using the method outlined in Step C of Example 7. This compound was obtained in 57% yield as a white solid: mp 179-180° C.; 1H NMR (300 MHz, CDCl3) δ 8.21 (dd, J=7.5, 2.1 Hz, 2H), 8.10 (dd, J=7.8, 1.2 Hz, 1H), 7.92 (dd, J=7.8, 1.2 Hz, 1H), 7.61-7.54 (m, 3H), 7.51-7.46 (m, 2H), 4.38-4.33 (m, 1H), 3.63-3.54 (m, 1H), 3.13-3.05 (m, 2H), 2.2... Reactants: C(C)OC(=O)C=1N=CC2=CC(=CC=C2C1O)NC(=O)NC1=CC=CC=C1 (4-Hydroxy-7-(3-phenyl-ureido)-isoquinoline-3-carboxylic acid ethyl ester), NC[C@H](O)C(=O)O ((S)-isoserine). Product: O[C@H](C(=O)O)CNC(=O)C=1N=CC2=CC(=CC=C2C1O)NC(=O)NC1=CC=CC=C1 ((S)-2-Hydroxy-3-{[4-hydroxy-7-(3-phenyl-ureido)-isoquinoline-3-carbonyl]-amino}-propionic acid). RXN SMILES: C(O[C:4]([C:6]1[N:7]=[CH:8][C:9]2[C:14]([C:15]=1[OH:16])=[CH:13][CH:12]=[C:11]([NH:17][C:18]([NH:20][C:21]1[CH:26]=[CH:25][CH:24]=[CH:23][CH:22]=1)=[O:19])[CH:10]=2)=[O:5])C.[NH2:27][CH2:28][C@@H:29]([C:31]([OH:33])=[O:32])[OH:30]>>[OH:30][C@@H:29]([CH2:28][NH:27][C:4]([C:6]1[N:7]=[CH:8][C:9]2[C:14]([C:15]=1[OH:16])=[CH:13][CH:12]=[C:11]([NH:17][C:18]([NH:20][C:21]1[CH:26]=[CH:25][CH:24]=[CH:23][CH:22]=1)=[O:19])[CH:10]=2)=[O:5])[C:31]([OH:33])=[O:32]. Procedure details: (S)-2-Hydroxy-3-{[4-hydroxy-7-(3-phenyl-ureido)-isoquinoline-3-carbonyl]-amino}-propionic acid was prepared from 4-Hydroxy-7-(3-phenyl-ureido)-isoquinoline-3-carboxylic acid ethyl ester from under conditions analogous to Example 116(b) using (S)-isoserine. MS ESI(+) m/e: 411.0449 (M+1). Starting materials: O=c1[nH]cnc(C(F)(F)F)c1Br, CC(=O)O, CCO, CCOCC, N#C[Cu], c1ccc2ncccc2c1. The product is N#Cc1c(C(F)(F)F)nc[nH]c1=O. RXN SMILES: [Br:4][c:5]1[c:6]([C:12]([F:13])([F:14])[F:15])[n:7][cH:8][nH:9][c:10]1=[O:11].[CH3:16][C:17](=[O:18])[OH:19].[CH3:30][CH2:31][OH:32].[CH3:33][CH2:34][O:35][CH2:36][CH3:37].[Cu:1][C:2]#[N:3].[cH:20]1[cH:21][c:22]2[c:23]([n:24][cH:25][cH:26][cH:27]2)[cH:28][cH:29]1>>[C:2](#[N:3])[c:5]1[c:6]([C:12]([F:13])([F:14])[F:15])[n:7][cH:8][nH:9][c:10]1=[O:11].